From a dataset of the Open Reaction Database (ORD), a public repository of structured organic reaction records. describe an organic reaction: reactants, conditions, products, and yield The reactants are COc1ccc(OCCCCl)cc1, Cc1cc2c(cc1C)C(=O)N(CC1CCCNC1)CC2. Yields the product Cl, COc1ccc(OCCCN2CCCC(CN3CCc4cc(C)c(C)cc4C3=O)C2)cc1. As a reaction SMILES: [Cl:21][CH2:22][CH2:23][CH2:24][O:25][c:26]1[cH:27][cH:28][c:29]([O:32][CH3:33])[cH:30][cH:31]1.[NH:1]1[CH2:2][CH:3]([CH2:7][N:8]2[C:9](=[O:20])[c:10]3[cH:11][c:12]([CH3:19])[c:13]([CH3:18])[cH:14][c:15]3[CH2:16][CH2:17]2)[CH2:4][CH2:5][CH2:6]1>>[ClH:21].[N:1]1([CH2:22][CH2:23][CH2:24][O:25][c:26]2[cH:27][cH:28][c:29]([O:32][CH3:33])[cH:30][cH:31]2)[CH2:2][CH:3]([CH2:7][N:8]2[C:9](=[O:20])[c:10]3[cH:11][c:12]([CH3:19])[c:13]([CH3:18])[cH:14][c:15]3[CH2:16][CH2:17]2)[CH2:4][CH2:5][CH2:6]1. Starting materials: ClC(CCCCCCCCCCCC)C1=COC(=C1)[Si](C)(C)C (3-(1-chlorotridecyl)-5-trimethylsilylfuran), C1(=CC=CC=C1)O (phenol), C[O-].[K+] (potassium methoxide). Solvent: O1CCCC1 (tetrahydrofuran). The product is O(C1=CC=CC=C1)C(CCCCCCCCCCCC)C1=COC(=C1)[Si](C)(C)C (3-(1-phenoxytridecyl)-5-trimethylsilylfuran). Reaction SMILES: Cl[CH:2]([C:15]1[CH:19]=[C:18]([Si:20]([CH3:23])([CH3:22])[CH3:21])[O:17][CH:16]=1)[CH2:3][CH2:4][CH2:5][CH2:6][CH2:7][CH2:8][CH2:9][CH2:10][CH2:11][CH2:12][CH2:13][CH3:14].[C:24]1([OH:30])[CH:29]=[CH:28][CH:27]=[CH:26][CH:25]=1.C[O-].[K+]>O1CCCC1>[O:30]([CH:2]([C:15]1[CH:19]=[C:18]([Si:20]([CH3:23])([CH3:22])[CH3:21])[O:17][CH:16]=1)[CH2:3][CH2:4][CH2:5][CH2:6][CH2:7][CH2:8][CH2:9][CH2:10][CH2:11][CH2:12][CH2:13][CH3:14])[C:24]1[CH:29]=[CH:28][CH:27]=[CH:26][CH:25]=1 |f:2.3|. Procedure: A mixture of 3-(1-chlorotridecyl)-5-trimethylsilylfuran, phenol and potassium methoxide in tetrahydrofuran is stirred at room temperature to give 3-(1-phenoxytridecyl)-5-trimethylsilylfuran. A mixture of this intermediate and Rose Bengal in tetrahydrofuran is exposed to oxygen by the procedure of Example 1 to give 4-(1-phenoxytridecyl)-5-hydroxy-2(5H)-furanone. The reactants are ice water, NC1=NC(=CC=C1N)Cl (2,3-diamino-6-chloro-pyridine), N1=CC=CC=C1 (pyridine), ClC(=O)OCC1=CC=CC=C1 (benzyl chloroformate), C(C)(=O)O (acetic acid). Solvent: O1CCCC1 (tetrahydrofuran). Yields the product NC1=NC(=CC=C1NC(=O)OCC1=CC=CC=C1)Cl (2-amino-3-benzyloxycarbonylamino-6-chloro-pyridine). As a reaction SMILES: [NH2:1][C:2]1[C:7]([NH2:8])=[CH:6][CH:5]=[C:4]([Cl:9])[N:3]=1.N1C=CC=CC=1.Cl[C:17]([O:19][CH2:20][C:21]1[CH:26]=[CH:25][CH:24]=[CH:23][CH:22]=1)=[O:18].C(O)(=O)C>O1CCCC1>[NH2:1][C:2]1[C:7]([NH:8][C:17]([O:19][CH2:20][C:21]2[CH:26]=[CH:25][CH:24]=[CH:23][CH:22]=2)=[O:18])=[CH:6][CH:5]=[C:4]([Cl:9])[N:3]=1. Reported procedure: 1.2 g (8.8 mmol) of 2,3-diamino-6-chloro-pyridine are dissolved in 20 ml tetrahydrofuran and, after the addition of 2 ml pyridine at 0° C., mixed with 2 ml of benzyl chloroformate. After heating to ambient temperature the mixture is combined with ice water, adjusted to pH 4 with glacial acetic acid and extracted with ethyl acetate. The combined organic extracts are dried and evaporated down. The residue is chromatographed on silica gel and eluted with petroleum ether/ethyl acetate (9:1 and 1:1). Reported procedure: Boron trifluoride•OEt2 (54 μL, 0.43 mmol) was added to a suspension of (3R,4S,5S,6R)-2-(acetoxymethyl)-6-(2,2,2-trichloro-1-iminoethoxy)tetrahydro-2H-pyran-3,4,5-triyl triacetate (0.168 g, 0.341 mmol), 4-(3,5-dichloropyridin-4-ylamino)-8-hydroxy-7-methoxy-2H-chromen-2-one (60 mg, 0.17 mmol, Example 29), and anhydrous acetonitrile (2 mL) at −40° C. under N2. After 2 h at −40° C., the reaction was allowed to warm to rt and stirred overnight. The mixture was concentrated and purified by reverse-pha... Run in C(C)#N (acetonitrile). Reaction SMILES: [C:1]([O:4][C@H:5]1[C@H:10]([O:11][C:12](=[O:14])[CH3:13])[C@H:9]([O:15][C:16](=[O:18])[CH3:17])[C@@H:8](OC(=N)C(Cl)(Cl)Cl)[O:7][CH:6]1[CH2:26][O:27][C:28](=[O:30])[CH3:29])(=[O:3])[CH3:2].[Cl:31][C:32]1[CH:33]=[N:34][CH:35]=[C:36]([Cl:53])[C:37]=1[NH:38][C:39]1[C:48]2[C:43](=[C:44]([OH:51])[C:45]([O:49][CH3:50])=[CH:46][CH:47]=2)[O:42][C:41](=[O:52])[CH:40]=1>C(#N)C>[C:1]([O:4][C@H:5]1[C@H:10]([O:11][C:12](=[O:14])[CH3:13])[C@@H:9]([O:15][C:16](=[O:18])[CH3:17])[C@H:8]([O:51][C:44]2[C:45]([O:49][CH3:50])=[CH:46][CH:47]=[C:48]3[C:43]=2[O:42][C:41](=[O:52])[CH:40]=[C:39]3[NH:38][C:37]2[C:36]([Cl:53])=[CH:35][N:34]=[CH:33][C:32]=2[Cl:31])[O:7][C@@H:6]1[CH2:26][O:27][C:28](=[O:30])[CH3:29])(=[O:3])[CH3:2]. Yields the product C(C)(=O)O[C@@H]1[C@H](O[C@H]([C@@H]([C@H]1OC(C)=O)OC(C)=O)OC=1C(=CC=C2C(=CC(OC12)=O)NC1=C(C=NC=C1Cl)Cl)OC)COC(C)=O ((2R,3R,4S,5R,6S)-2-(acetoxymethyl)-6-(4-(3,5-dichloropyridin-4-ylamino)-7-methoxy-2-oxo-2H-chromen-8-yloxy)tetrahydro-2H-pyran-3,4,5-triyl triacetate). Conditions: time 2 hour. Reactants: Boron trifluoride•OEt2, C(C)(=O)O[C@@H]1C(O[C@@H]([C@H]([C@H]1OC(C)=O)OC(C)=O)OC(C(Cl)(Cl)Cl)=N)COC(C)=O ((3R,4S,5S,6R)-2-(acetoxymethyl)-6-(2,2,2-trichloro-1-iminoethoxy)tetrahydro-2H-pyran-3,4,5-triyl triacetate), ClC=1C=NC=C(C1NC1=CC(OC2=C(C(=CC=C12)OC)O)=O)Cl (4-(3,5-dichloropyridin-4-ylamino)-8-hydroxy-7-methoxy-2H-chromen-2-one). The reactants are COC1=CC=C(C=C1)B(O)O ((4-methoxyphenyl)boronic acid), C(C1=CC=CC=C1)(=O)C1=C(C=CC(=C1)Cl)NS(=O)(=O)C1=CC=C(C=C1)I (N-(2-Benzoyl-4-chloro-phenyl)-4-iodo-benzenesulfonamide), ClCCl (dichloromethane), C([O-])([O-])=O.[Cs+].[Cs+] (cesium carbonate). The solvent is C(C)N(CC)CC (triethylamine), COCCOC (DME), CN1CCCC1=O (NMP). Run at temperature 55 celsius, time 8 hour. Product: C(C1=CC=CC=C1)(=O)C1=C(C=CC(=C1)Cl)NS(=O)(=O)C1=CC=C(C=C1)C1=CC=C(C=C1)OC (4′-Methoxy-biphenyl-4-sulfonic acid (2-benzoyl-4-chloro-phenyl)-amide). Reaction SMILES: [C:1]([C:9]1[CH:14]=[C:13]([Cl:15])[CH:12]=[CH:11][C:10]=1[NH:16][S:17]([C:20]1[CH:25]=[CH:24][C:23](I)=[CH:22][CH:21]=1)(=[O:19])=[O:18])(=[O:8])[C:2]1[CH:7]=[CH:6][CH:5]=[CH:4][CH:3]=1.ClCCl.C(=O)([O-])[O-].[Cs+].[Cs+].[CH3:36][O:37][C:38]1[CH:43]=[CH:42][C:41](B(O)O)=[CH:40][CH:39]=1>CN1C(=O)CCC1.C(N(CC)CC)C.COCCOC>[C:1]([C:9]1[CH:14]=[C:13]([Cl:15])[CH:12]=[CH:11][C:10]=1[NH:16][S:17]([C:20]1[CH:25]=[CH:24][C:23]([C:41]2[CH:42]=[CH:43][C:38]([O:37][CH3:36])=[CH:39][CH:40]=2)=[CH:22][CH:21]=1)(=[O:19])=[O:18])(=[O:8])[C:2]1[CH:7]=[CH:6][CH:5]=[CH:4][CH:3]=1 |f:2.3.4|. Procedure: To a magnetically stirred mixture of N-(2-Benzoyl-4-chloro-phenyl)-4-iodo-benzenesulfonamide (497 mg, 1.0 mmol), [1,1′ Bis(diphenylphosphino)-ferrocene]dichloropalladium(II) complex with dichloromethane (1:1) (30 mg, 0.037 mmol) and dry cesium carbonate (511 mg, 1.57 mmol) in NMP (3 mL), was added DME (3 mL) and dry triethylamine (3 mL) under dry nitrogen. To this stirred mixture was added (4-methoxyphenyl)boronic acid (202 mg) and the mixture was stirred at 55° C. overnight. The reaction was wo... Starting materials: [Si](C)(C)(C(C)(C)C)O[C@H](C1CCN(CC1)C1=CC=C(C(=O)O)C=C1)C1=C(C=CC(=C1)Cl)C1=CC=CC=C1 ((R)-4-(4-((tert-butyldimethylsilyloxy)(4-chlorobiphenyl-2-yl)methyl)piperidin-1-yl)benzoic acid), [Si](C)(C)(C(C)(C)C)O[C@H](C1CCN(CC1)C1=CC=C(C(=O)O)C=C1)C1=C(C=CC(=C1)Cl)C1=CC=CC=C1 ((R)-4-(4-((tert-butyldimethylsilyloxy)(4-chlorobiphenyl-2-yl)methyl)piperidin-1-yl)benzoic acid), [Si](C1=CC=CC=C1)(C1=CC=CC=C1)(C(C)(C)C)OC[C@@H]1COCCN1CC[C@H](CSC1=CC=CC=C1)NC1=C(C=C(C=C1)S(=O)(=O)N)S(=O)(=O)C(F)(F)F (4-((R)-4-((S)-3-((tert-butyldiphenylsilyloxy)methyl)morpholino)-1-(phenylthio)butan-2-yl amino)-3-(trifluoromethylsulfonyl)benzenesulfonamide), [Si](C1=CC=CC=C1)(C1=CC=CC=C1)(C(C)(C)C)OC[C@@H]1COCCN1CC[C@H](CSC1=CC=CC=C1)NC1=C(C=C(C=C1)S(=O)(=O)N)S(=O)(=O)C(F)(F)F (4-((R)-4-((S)-3-((tert-butyldiphenylsilyloxy)methyl)morpholino)-1-(phenylthio)butan-2-yl amino)-3-(trifluoromethylsulfonyl)benzenesulfonamide), C(CCl)Cl (EDC). Reagents/catalysts: CN(C)C=1C=CN=CC1 (DMAP). Solvent: C(Cl)Cl (DCM). Reaction conditions: time 8 hour. Yields the product [Si](C)(C)(C(C)(C)C)O[C@H](C1CCN(CC1)C1=CC=C(C(=O)NS(=O)(=O)C2=CC(=C(C=C2)N[C@@H](CSC2=CC=CC=C2)CCN2[C@@H](COCC2)CO[Si](C2=CC=CC=C2)(C2=CC=CC=C2)C(C)(C)C)S(=O)(=O)C(F)(F)F)C=C1)C1=C(C=CC=C1)C1=CC=C(C=C1)Cl (4-(4-((R)-(tert-butyldimethylsilyloxy)(4′-chlorobiphenyl-2-yl)methyl)piperidin-1-yl)-N-(4-((R)-4-((S)-3-((tert-butyldiphenylsilyloxy)methyl)morpholino)-1-(phenylthio)butan-2-ylamino)-3-(trifluoromethylsulfonyl)phenylsulfonyl)benzamide). Yield: 253.0%. As a reaction SMILES: [Si:1]([O:8][C@@H:9]([C:25]1[CH:30]=[C:29](Cl)[CH:28]=[CH:27][C:26]=1[C:32]1[CH:37]=[CH:36][CH:35]=[CH:34][CH:33]=1)[CH:10]1[CH2:15][CH2:14][N:13]([C:16]2[CH:24]=[CH:23][C:19]([C:20]([OH:22])=O)=[CH:18][CH:17]=2)[CH2:12][CH2:11]1)([C:4]([CH3:7])([CH3:6])[CH3:5])([CH3:3])[CH3:2].[Si:38]([O:55][CH2:56][C@H:57]1[N:62]([CH2:63][CH2:64][C@@H:65]([NH:74][C:75]2[CH:80]=[CH:79][C:78]([S:81]([NH2:84])(=[O:83])=[O:82])=[CH:77][C:76]=2[S:85]([C:88]([F:91])([F:90])[F:89])(=[O:87])=[O:86])[CH2:66][S:67][C:68]2[CH:73]=[CH:72][CH:71]=[CH:70][CH:69]=2)[CH2:61][CH2:60][O:59][CH2:58]1)([C:51]([CH3:54])([CH3:53])[CH3:52])([C:45]1[CH:50]=[CH:49][CH:48]=[CH:47][CH:46]=1)[C:39]1[CH:44]=[CH:43][CH:42]=[CH:41][CH:40]=1.C(Cl)C[Cl:94]>C(Cl)Cl.CN(C1C=CN=CC=1)C>[Si:1]([O:8][C@@H:9]([C:25]1[CH:30]=[CH:29][CH:28]=[CH:27][C:26]=1[C:32]1[CH:37]=[CH:36][C:35]([Cl:94])=[CH:34][CH:33]=1)[CH:10]1[CH2:11][CH2:12][N:13]([C:16]2[CH:24]=[CH:23][C:19]([C:20]([NH:84][S:81]([C:78]3[CH:79]=[CH:80][C:75]([NH:74][C@H:65]([CH2:64][CH2:63][N:62]4[CH2:61][CH2:60][O:59][CH2:58][C@H:57]4[CH2:56][O:55][Si:38]([C:51]([CH3:52])([CH3:53])[CH3:54])([C:45]4[CH:46]=[CH:47][CH:48]=[CH:49][CH:50]=4)[C:39]4[CH:44]=[CH:43][CH:42]=[CH:41][CH:40]=4)[CH2:66][S:67][C:68]4[CH:73]=[CH:72][CH:71]=[CH:70][CH:69]=4)=[C:76]([S:85]([C:88]([F:89])([F:90])[F:91])(=[O:86])=[O:87])[CH:77]=3)(=[O:83])=[O:82])=[O:22])=[CH:18][CH:17]=2)[CH2:14][CH2:15]1)([C:4]([CH3:7])([CH3:5])[CH3:6])([CH3:3])[CH3:2]. Reported procedure: To a solution of (R)-4-(4-((tert-butyldimethylsilyloxy)(4′-chlorobiphenyl-2-yl)methyl)piperidin-1-yl)benzoic acid (INTERMEDIATE 13, 183 mg, 0.34 mmol) in DCM (3 ml) were added sequentially DMAP (125 mg, 1.02 mmol), 4-((R)-4-((S)-3-((tert-butyldiphenylsilyloxy)methyl)morpholino)-1-(phenylthio)butan-2-yl amino)-3-(trifluoromethylsulfonyl)benzenesulfonamide (INTERMEDIATE 105, 280 mg, 0.34 mmol) and EDC (131 mg, 0.68 mmol). The resulting solution was stirred at room temperature overnight. Evaporatio... Starting materials: OCC1=CC=C(OCC(C)=O)C=C1 (1-(4-hydroxymethylphenoxy)-propan-2-one), [BH4-].[Na+] (NaBH4). The solvent is CO (methanol), O (water). Conditions: time 8 hour. Product: OCC1=CC=C(OCC(C)O)C=C1 (1-(4-hydroxymethyl-phenoxy)-propan-2-ol). Yield: 97.4%. RXN SMILES: [OH:1][CH2:2][C:3]1[CH:13]=[CH:12][C:6]([O:7][CH2:8][C:9](=[O:11])[CH3:10])=[CH:5][CH:4]=1.[BH4-].[Na+]>CO.O>[OH:1][CH2:2][C:3]1[CH:4]=[CH:5][C:6]([O:7][CH2:8][CH:9]([OH:11])[CH3:10])=[CH:12][CH:13]=1 |f:1.2|. Procedure: To a solution of 1-(4-hydroxymethylphenoxy)-propan-2-one (1.26 g, 6.99 mmol) dissolved in methanol (60 mL) was added solid NaBH4 (0.32 g, 8.39 mmol). After completion of addition the reaction mixture was stirred at room temperature overnight. The reaction mixture was diluted with water, and the aqueous layer was extracted with ethyl acetate (3×). All combined organic layers were dried over Na2SO4, filtered, and concentrated to provide an oil (1.24 g, 6.81 mmol), which was used in the next step w... Reactants: solution, C(\C(\C)=C/C(=O)O)(=O)O (citraconic acid), C(C1=CC=CC=C1)(=O)O (benzoic acid), C(\C=C/C(=O)O)(=O)O (maleic acid), C(C=1C(C(=O)O)=CC=CC1)(=O)O (phthalic acid). The solvent is CC=1C=CC=CC1C (o-xylene). The product is C1(C=2C(C(=O)O1)=CC=CC2)=O (phthalic anhydride). Reaction SMILES: C(O)(=O)/C=C\C(O)=O.[C:9]([OH:20])(=[O:19])[C:10]1[C:11](=[CH:15][CH:16]=[CH:17][CH:18]=1)[C:12]([OH:14])=O.C(O)(=O)/C(=C\C(O)=O)/C.C(O)(=O)C1C=CC=CC=1>CC1C=CC=CC=1C>[C:12]1(=[O:14])[O:20][C:9](=[O:19])[C:10]2=[CH:18][CH:17]=[CH:16][CH:15]=[C:11]12. Reported procedure: 3200 parts of a 22% solution of maleic acid which contains 4% of other acids such as phthalic acid, citraconic acid and benzoic acid is supplied per hour through a tubular heater which preheats to 100°C to a falling-film evaporator. This solution has been obtained by scrubbing offgas obtained in the manufacture of phthalic anhydride by catalytic oxidation of o-xylene with air at a temperature of 40°C. In the first evaporator the solution is concentrated at atmospheric pressure and at 120°C to a ...